From a dataset of the Open Reaction Database (ORD), a public repository of structured organic reaction records. describe an organic reaction: reactants, conditions, products, and yield Starting materials: CON(C(=O)C=1N=CN(C1)C1=CC(=CC=C1)C=1C(=NC(=NC1)OC)OC)C (1-[3-(2,4-Dimethoxy-pyrimidin-5-yl)-phenyl]-1H-imidazole-4-carboxylic acid methoxy-methyl-amide), BrC1=NC=CC(=C1)C (2-bromo-4-methylpyridine). The product is COC1=NC=C(C(=N1)OC)C=1C=C(C=CC1)N1C=NC(=C1)C(=O)C1=NC=CC(=C1)C ((1-[3-(2,4-Dimethoxy-pyrimidin-5-yl)-phenyl]-1H-imidazol-4-yl)-(4-methyl-pyridin-2-yl)-methanone). As a reaction SMILES: CON(C)[C:4]([C:6]1[N:7]=[CH:8][N:9]([C:11]2[CH:16]=[CH:15][CH:14]=[C:13]([C:17]3[C:18]([O:25][CH3:26])=[N:19][C:20]([O:23][CH3:24])=[N:21][CH:22]=3)[CH:12]=2)[CH:10]=1)=[O:5].Br[C:29]1[CH:34]=[C:33]([CH3:35])[CH:32]=[CH:31][N:30]=1>>[CH3:24][O:23][C:20]1[N:19]=[C:18]([O:25][CH3:26])[C:17]([C:13]2[CH:12]=[C:11]([N:9]3[CH:10]=[C:6]([C:4]([C:29]4[CH:34]=[C:33]([CH3:35])[CH:32]=[CH:31][N:30]=4)=[O:5])[N:7]=[CH:8]3)[CH:16]=[CH:15][CH:14]=2)=[CH:22][N:21]=1. Procedure: This compound is prepared by method C using compound 12m and 2-bromo-4-methylpyridine